Dataset: the Open Reaction Database (ORD), a public repository of structured organic reaction records. Task: describe an organic reaction: reactants, conditions, products, and yield Starting materials: C(C)(C)(C)[Si](OC[C@@H]1C[C@]2(OC(OC2O1)(C)C)C)(C1=CC=CC=C1)C1=CC=CC=C1 (tert-butyldiphenyl(((5S,6aR)-2,2,6a-trimethyl-tetrahydrofuro[3,2-d][1,3]dioxol-5-yl)methoxy)silane), CCCC[N+](CCCC)(CCCC)CCCC.[F-] (TBAF). Run in C(C)(=O)OCC (ethyl acetate), C1CCOC1 (THF). Reaction conditions: time 3 hour. Product: CC1(OC2[C@](O1)(C[C@H](O2)CO)C)C (((5S,6aR)-2,2,6a-trimethyl-dihydro-5H-furo[3,2-d][1,3]dioxol-5-yl)methanol). Yield: 85.5%. As a reaction SMILES: C([Si](C1C=CC=CC=1)(C1C=CC=CC=1)[O:6][CH2:7][C@H:8]1[O:15][CH:14]2[C@:10]([CH3:18])([O:11][C:12]([CH3:17])([CH3:16])[O:13]2)[CH2:9]1)(C)(C)C.CCCC[N+](CCCC)(CCCC)CCCC.[F-]>C1COCC1.C(OCC)(=O)C>[CH3:16][C:12]1([CH3:17])[O:11][C@:10]2([CH3:18])[CH2:9][C@@H:8]([CH2:7][OH:6])[O:15][CH:14]2[O:13]1 |f:1.2|. Procedure details: To a solution of tert-butyldiphenyl(((5S,6aR)-2,2,6a-trimethyl-tetrahydrofuro[3,2-d][1,3]dioxol-5-yl)methoxy)silane (from step 7) (7.2 g, 0.0169 mol) in 50 mL of anhydrous THF at 0° C., TBAF (20.28 mL, 0.0203 mol) was added and stirred at room temperature for 3 h. The reaction mixture was diluted with ethyl acetate and washed with water and brine. The organic layers were dried over anhydrous Na2SO4, filtered and concentrated to dryness. Purified by column chromatography using hexane and ethyl et...